Dataset: the Open Reaction Database (ORD), a public repository of structured organic reaction records. Task: describe an organic reaction: reactants, conditions, products, and yield Starting materials: P(=O)(Br)(Br)Br (Phosphorus oxybromide), COC=1C=C2C(=CN=NC2=CC1OC)O (6,7-dimethoxycinnolin-4-ol), C(Cl)(Cl)Cl (chloroform), ice, C(C)(=O)[O-].[Na+] (sodium acetate), C(=O)(O)[O-].[Na+] (NaHCO3). The solvent is hexanes, C(Cl)Cl (DCM). Run at temperature 65 celsius, time 18 hour. The product is BrC1=CN=NC2=CC(=C(C=C12)OC)OC (4-bromo-6,7-dimethoxycinnoline). As a reaction SMILES: P(Br)(Br)([Br:3])=O.[CH3:6][O:7][C:8]1[CH:9]=[C:10]2[C:15](=[CH:16][C:17]=1[O:18][CH3:19])[N:14]=[N:13][CH:12]=[C:11]2O.C(Cl)(Cl)Cl.C([O-])(=O)C.[Na+].C([O-])(O)=O.[Na+]>C(Cl)Cl>[Br:3][C:11]1[C:10]2[C:15](=[CH:16][C:17]([O:18][CH3:19])=[C:8]([O:7][CH3:6])[CH:9]=2)[N:14]=[N:13][CH:12]=1 |f:3.4,5.6|. Procedure details: Phosphorus oxybromide (125 g, 0.436 mol) was added to a suspension of 6,7-dimethoxycinnolin-4-ol (65 g, 0.32 mol) in chloroform (550 mL, 6.9 mol). The reaction mixture was stirred at 65° C. for 18 hours. Formation of a fine yellow solid was observed. The reaction mixture was poured onto crushed ice (200 g), and the pH was adjusted to 6-7 with sodium acetate (285 g) and sat. NaHCO3. The organic layer was separated, and the aqueous layer was extracted with dichloromethane (2×200 mL). The combined ... Reactants: COC(=O)c1ccn2c(-c3ccnc(Nc4ccc(C(=O)Nc5ccccc5N)cc4)n3)c(C)nc2c1, CO, [Na+], [OH-]. Product: Cc1nc2cc(C(=O)O)ccn2c1-c1ccnc(Nc2ccc(C(=O)Nc3ccccc3N)cc2)n1. RXN SMILES: [CH3:1][O:2][C:3](=[O:4])[c:5]1[cH:6][c:7]2[n:8]([cH:9][cH:10]1)[c:11](-[c:15]1[n:16][c:17]([NH:21][c:22]3[cH:23][cH:24][c:25]([C:28]([NH:29][c:30]4[c:31]([NH2:36])[cH:32][cH:33][cH:34][cH:35]4)=[O:37])[cH:26][cH:27]3)[n:18][cH:19][cH:20]1)[c:12]([CH3:14])[n:13]2.[CH3:40][OH:41].[Na+:39].[OH-:38]>>[O:2]=[C:3]([OH:4])[c:5]1[cH:6][c:7]2[n:8]([cH:9][cH:10]1)[c:11](-[c:15]1[n:16][c:17]([NH:21][c:22]3[cH:23][cH:24][c:25]([C:28]([NH:29][c:30]4[c:31]([NH2:36])[cH:32][cH:33][cH:34][cH:35]4)=[O:37])[cH:26][cH:27]3)[n:18][cH:19][cH:20]1)[c:12]([CH3:14])[n:13]2.